This data is from the Open Reaction Database (ORD), a public repository of structured organic reaction records. The task is: describe an organic reaction: reactants, conditions, products, and yield The reactants are BrC1=CC(=C2N=C(C(=NC2=C1)OC)OC)C (7-bromo-5-methyl-2,3-dimethoxy-quinoxaline), BrN1C(CCC1=O)=O (N-bromosuccinimide), azo-isobutyronitrile. Solvent: C(Cl)(Cl)(Cl)Cl (carbon tetrachloride). Yields the product BrC1=CC(=C2N=C(C(=NC2=C1)OC)OC)CBr (7-Bromo-5-bromomethyl-2,3-dimethoxy-quinoxaline). As a reaction SMILES: [Br:1][C:2]1[CH:11]=[C:10]2[C:5]([N:6]=[C:7]([O:14][CH3:15])[C:8]([O:12][CH3:13])=[N:9]2)=[C:4]([CH3:16])[CH:3]=1.[Br:17]N1C(=O)CCC1=O>C(Cl)(Cl)(Cl)Cl>[Br:1][C:2]1[CH:11]=[C:10]2[C:5]([N:6]=[C:7]([O:14][CH3:15])[C:8]([O:12][CH3:13])=[N:9]2)=[C:4]([CH2:16][Br:17])[CH:3]=1. Reported procedure: 15 g (53 mmol) of 7-bromo-5-methyl-2,3-dimethoxy-quinoxaline, 9.9 g (1.05 equiv.) of N-bromosuccinimide and 0.87 g (0.1 equiv.) of azo-isobutyronitrile are dissolved in 100 ml of carbon tetrachloride and the solution is stirred at reflux for 24 hours. The solid is filtered off and the filtrate is diluted with dichloromethane, then washed once with each of water and brine. The organic phase is dried over magnesium sulfate and concentrated by evaporation. The residue is recrystallized from ethyl a... Reactants: Cc1ccccc1, Cc1ccc(N)cc1, CC(C)(C)[O-], [Na+], O=C(C=Cc1ccccc1)C=Cc1ccccc1, O=C(C=Cc1ccccc1)C=Cc1ccccc1, O=C(C=Cc1ccccc1)C=Cc1ccccc1, [Pd], [Pd]. Yields the product Cc1ccc(Nc2ccccc2)cc1. Reaction SMILES: [CH3:15][c:16]1[cH:17][cH:18][cH:19][cH:20][cH:21]1.[CH3:1][c:2]1[cH:3][cH:4][c:5]([NH2:6])[cH:7][cH:8]1.[CH3:9][C:10]([CH3:11])([O-:12])[CH3:13].[Na+:14].[O:24]=[C:25]([CH:26]=[CH:27][c:28]1[cH:29][cH:30][cH:31][cH:32][cH:33]1)[CH:34]=[CH:35][c:36]1[cH:37][cH:38][cH:39][cH:40][cH:41]1.[O:42]=[C:43]([CH:44]=[CH:45][c:46]1[cH:47][cH:48][cH:49][cH:50][cH:51]1)[CH:52]=[CH:53][c:54]1[cH:55][cH:56][cH:57][cH:58][cH:59]1.[O:60]=[C:61]([CH:62]=[CH:63][c:64]1[cH:65][cH:66][cH:67][cH:68][cH:69]1)[CH:70]=[CH:71][c:72]1[cH:73][cH:74][cH:75][cH:76][cH:77]1.[Pd:22].[Pd:23]>>[CH3:1][c:2]1[cH:3][cH:4][c:5]([NH:6][c:16]2[cH:17][cH:18][cH:19][cH:20][cH:21]2)[cH:7][cH:8]1.